Dataset: the Open Reaction Database (ORD), a public repository of structured organic reaction records. Task: describe an organic reaction: reactants, conditions, products, and yield The reagents and catalysts are [Cu]I (copper(I) iodide). Starting materials: C([O-])(O)=O.[Na+] (sodium bicarbonate), N1(N=CC=C1)C1=CC=C(C=C1)CN1N=C2C(C3=C1C=CS3)=NNC2=O (5-{[4-(1H-Pyrazol-1-yl)phenyl]methyl}-2,5-dihydro-3H-pyrazol[4,3-c]thieno[2,3-e]pyridazin-3-one), P(=O)([O-])([O-])[O-].[K+].[K+].[K+] (potassium phosphate), IC1=C(C=CC=C1)C (2-iodotoluene), CN[C@H]1[C@@H](CCCC1)NC ((±)-trans-N,N′-dimethylcyclohexane-1,2-diamine). Yields the product CC1=C(C=CC=C1)N1N=C2C(=NN(C3=C2SC=C3)CC3=CC=C(C=C3)N3N=CC=C3)C1=O (2-(2-methylphenyl)-5-{[4-(1H-pyrazol-1-yl)phenyl]methyl}-2,5-dihydro-3H-pyrazolo[4,3-c]thieno[2,3-e]pyridazin-3-one). Solvent: CN(C=O)C (N,N-dimethylformamide). As a reaction SMILES: [N:1]1([C:6]2[CH:11]=[CH:10][C:9]([CH2:12][N:13]3[C:18]4[CH:19]=[CH:20][S:21][C:17]=4[C:16]4=[N:22][NH:23][C:24](=[O:25])[C:15]4=[N:14]3)=[CH:8][CH:7]=2)[CH:5]=[CH:4][CH:3]=[N:2]1.I[C:27]1[CH:32]=[CH:31][CH:30]=[CH:29][C:28]=1[CH3:33].CN[C@@H]1CCCC[C@H]1NC.P([O-])([O-])([O-])=O.[K+].[K+].[K+].C(=O)(O)[O-].[Na+]>CN(C)C=O.[Cu]I>[CH3:33][C:28]1[CH:29]=[CH:30][CH:31]=[CH:32][C:27]=1[N:23]1[C:24](=[O:25])[C:15]2=[N:14][N:13]([CH2:12][C:9]3[CH:8]=[CH:7][C:6]([N:1]4[CH:5]=[CH:4][CH:3]=[N:2]4)=[CH:11][CH:10]=3)[C:18]3[CH:19]=[CH:20][S:21][C:17]=3[C:16]2=[N:22]1 |f:3.4.5.6,7.8|. Reaction conditions: time 2 hour. Reported procedure: 5-{[4-(1H-Pyrazol-1-yl)phenyl]methyl}-2,5-dihydro-3H-pyrazol[4,3-c]thieno[2,3-e]pyridazin-3-one (20 mg, 0.058 mmol), 2-iodotoluene (38 mg, 0.17 mmol, 3 equiv), copper(I) iodide (11 mg, 0.058 mmol, 1 equiv), (±)-trans-N,N′-dimethylcyclohexane-1,2-diamine (24 mg, 0.17 mmol, 3 equiv) and potassium phosphate (86 mg, 0.41 mmol, 7 equiv) were combined in degassed N,N-dimethylformamide (3 mL) and placed into an oil bath preheated to 110° C. for 2 hours. The mixture was cooled to ambient temperature, po... Reactants: FC1=C(C=C(C=C1)C=1C=C(N(N1)C)CO)C(F)(F)F ([5-(4-fluoro-3-trifluoromethyl-phenyl)-2-methyl-2H-pyrazol-3-yl]-methanol), CN(C(=O)N=NC(=O)N(C)C)C (N,N,N′,N′-tetramethyl azodicarboxamide), C(CCC)P(CCCC)CCCC (tributylphosphine), C(C)OC(CN1C=CC2=CC=C(C=C12)O)=O ((6-hydroxy-indol-1-yl)-acetic acid ethyl ester). The product is C(C)OC(CN1C=CC2=CC=C(C=C12)OCC=1N(N=C(C1)C1=CC(=C(C=C1)F)C(F)(F)F)C)=O ({6-[5-(4-fluoro-3-trifluoromethyl-phenyl)-2-methyl-2H-pyrazol-3-ylmethoxy]-indol-1-yl}-acetic acid ethyl ester). RXN SMILES: [CH2:1]([O:3][C:4](=[O:16])[CH2:5][N:6]1[C:14]2[C:9](=[CH:10][CH:11]=[C:12]([OH:15])[CH:13]=2)[CH:8]=[CH:7]1)[CH3:2].[F:17][C:18]1[CH:23]=[CH:22][C:21]([C:24]2[CH:25]=[C:26]([CH2:30]O)[N:27]([CH3:29])[N:28]=2)=[CH:20][C:19]=1[C:32]([F:35])([F:34])[F:33].CN(C)C(N=NC(N(C)C)=O)=O.C(P(CCCC)CCCC)CCC>>[CH2:1]([O:3][C:4](=[O:16])[CH2:5][N:6]1[C:14]2[C:9](=[CH:10][CH:11]=[C:12]([O:15][CH2:30][C:26]3[N:27]([CH3:29])[N:28]=[C:24]([C:21]4[CH:22]=[CH:23][C:18]([F:17])=[C:19]([C:32]([F:34])([F:33])[F:35])[CH:20]=4)[CH:25]=3)[CH:13]=2)[CH:8]=[CH:7]1)[CH3:2]. Reported procedure: In analogy to the procedure described for example 3 c], (6-hydroxy-indol-1-yl)-acetic acid ethyl ester (example 2 e]) was reacted with [5-(4-fluoro-3-trifluoromethyl-phenyl)-2-methyl-2H-pyrazol-3-yl]-methanol in the presence of N,N,N′,N′-tetramethyl azodicarboxamide and tributylphosphine to give {6-[5-(4-fluoro-3-trifluoromethyl-phenyl)-2-methyl-2H-pyrazol-3-ylmethoxy]-indol-1-yl}-acetic acid ethyl ester as white solid. Starting materials: [H-].[H-].[H-].[H-].[Li+].[Al+3] (LAH), CON(C(=O)C=1C=CC=C2C1C=CO2)C (N-methoxy-N-methyl-benzofuran-4-carboxamide), OS(=O)(=O)[O-].[K+] (KHSO4). Run in C1CCOC1 (THF). Conditions: temperature -5 celsius, time 15 minute. The product is O1C=CC=2C1=CC=CC2C=O (Benzofuran-4-carboxaldehyde). Yield: 94.8%. As a reaction SMILES: CON(C)[C:4]([C:6]1[CH:7]=[CH:8][CH:9]=[C:10]2[O:14][CH:13]=[CH:12][C:11]=12)=[O:5].[H-].[H-].[H-].[H-].[Li+].[Al+3].OS([O-])(=O)=O.[K+]>C1COCC1>[O:14]1[C:10]2=[CH:9][CH:8]=[CH:7][C:6]([CH:4]=[O:5])=[C:11]2[CH:12]=[CH:13]1 |f:1.2.3.4.5.6,7.8|. Reported procedure: A solution of N-methoxy-N-methyl-benzofuran-4-carboxamide (3.2 g, 16.6 mmol) in THF (100 mL) was cooled to -45° C. and then LAH (0.7 g, 18.7 mmol) was added. The mixture was stirred for 15 min, allowed to warm to -5° C., and then recooled to -45° C. Saturated KHSO4 (25 mL) was added with vigorous stirring, and the mixture was allowed to warm to room temperature. The precipitate was filtered and washed with acetone. The filtrate was concentrated in vacuo to give an oil (2.3 g, 94%). Reactants: C(CCCCCCCCCCCCC)OC1=CC=C(C=C1)CCN(C(C)=O)C1=CC(=CC=C1)CC=1SC=CN1 (N-[2-[4-(tetradecyloxy)phenyl]ethyl]-N-[3-(2-thiazolylmethyl)phenyl]acetamide), Cl (hydrogen chloride). The solvent is CCOCC (ether), CCOCC (ether). The product is Cl.C(CCCCCCCCCCCCC)OC1=CC=C(C=C1)CCN(C(C)=O)C1=CC(=CC=C1)CC=1SC=CN1 (N-[2-[4-(Tetradecyloxy)phenyl]ethyl]-N-[3-(2-thiazolylmethyl)phenyl]acetamide monohydrochloride). Reaction SMILES: [CH2:1]([O:15][C:16]1[CH:21]=[CH:20][C:19]([CH2:22][CH2:23][N:24]([C:28]2[CH:33]=[CH:32][CH:31]=[C:30]([CH2:34][C:35]3[S:36][CH:37]=[CH:38][N:39]=3)[CH:29]=2)[C:25](=[O:27])[CH3:26])=[CH:18][CH:17]=1)[CH2:2][CH2:3][CH2:4][CH2:5][CH2:6][CH2:7][CH2:8][CH2:9][CH2:10][CH2:11][CH2:12][CH2:13][CH3:14].[ClH:40]>CCOCC>[ClH:40].[CH2:1]([O:15][C:16]1[CH:17]=[CH:18][C:19]([CH2:22][CH2:23][N:24]([C:28]2[CH:33]=[CH:32][CH:31]=[C:30]([CH2:34][C:35]3[S:36][CH:37]=[CH:38][N:39]=3)[CH:29]=2)[C:25](=[O:27])[CH3:26])=[CH:20][CH:21]=1)[CH2:2][CH2:3][CH2:4][CH2:5][CH2:6][CH2:7][CH2:8][CH2:9][CH2:10][CH2:11][CH2:12][CH2:13][CH3:14] |f:3.4|. Procedure details: To a solution of 300 mg of N-[2-[4-(tetradecyloxy)phenyl]ethyl]-N-[3-(2-thiazolylmethyl)phenyl]acetamide in 3 ml of ether is added 10 ml of ether saturated with hydrogen chloride. The resulting solid is collected by centrifugation, washed several times with ether and vacuum dried to give 200 mg of the desired product, m.p. 114°-118° C. The reactants are C1CCOC1, CI, CC(=O)Nc1cccc2c1nc(-c1c(F)cccc1F)n2Cc1c(F)cccc1F, [H-], [Na+]. Yields the product CC(=O)N(C)c1cccc2c1nc(-c1c(F)cccc1F)n2Cc1c(F)cccc1F. RXN SMILES: [CH2:35]1[O:36][CH2:37][CH2:38][CH2:39]1.[CH3:31][I:32].[F:1][c:2]1[c:3]([CH2:4][n:5]2[c:6](-[c:18]3[c:19]([F:25])[cH:20][cH:21][cH:22][c:23]3[F:24])[n:7][c:8]3[c:9]2[cH:10][cH:11][cH:12][c:13]3[NH:14][C:15]([CH3:16])=[O:17])[c:26]([F:30])[cH:27][cH:28][cH:29]1.[H-:34].[Na+:33]>>[F:1][c:2]1[c:3]([CH2:4][n:5]2[c:6](-[c:18]3[c:19]([F:25])[cH:20][cH:21][cH:22][c:23]3[F:24])[n:7][c:8]3[c:9]2[cH:10][cH:11][cH:12][c:13]3[N:14]([C:15]([CH3:16])=[O:17])[CH3:31])[c:26]([F:30])[cH:27][cH:28][cH:29]1. Reactants: CN(C)C=O, [O-][I+3]([O-])([O-])[O-], I, CCOC(=O)c1cc(C)c(N)cn1, [Na+], [Na+], [Na+], O=S([O-])([O-])=S. The product is CCOC(=O)c1cc(C)c(N)c(I)n1. As a reaction SMILES: [CH3:28][N:29]([CH3:30])[CH:31]=[O:32].[I+3:15]([O-:16])([O-:17])([O-:18])[O-:19].[I:14].[NH2:1][c:2]1[c:3]([CH3:13])[cH:4][c:5]([C:8](=[O:9])[O:10][CH2:11][CH3:12])[n:6][cH:7]1.[Na+:20].[Na+:26].[Na+:27].[S:21]([O-:22])([O-:23])(=[O:24])=[S:25]>>[NH2:1][c:2]1[c:3]([CH3:13])[cH:4][c:5]([C:8](=[O:9])[O:10][CH2:11][CH3:12])[n:6][c:7]1[I:15]. Starting materials: ClC(=O)OCC(C)C (isobutyl chloroformate), C[Si](ON)(C)C (O-(Trimethylsilyl)hydroxylamine), C1(CCC1)CCC[C@H](CC(=O)O)C=1OC=C(N1)C(=O)N(C)C ((3R)-6-cyclobutyl-3-{4-[(dimethylamino)carbonyl]-1,3-oxazol-2-yl}hexanoic acid), CN1CCOCC1 (N-methylmorpholine). Solvent: O1CCCC1 (tetrahydrofuran), CO (methanol). Conditions: time 2 hour. Product: C1(CCC1)CCC[C@H](CC(=O)NO)C=1OC=C(N1)C(=O)N(C)C (2-{(1R)-4-Cyclobutyl-1-[2-(hydroxyamino)-2-oxoethyl]butyl}-N,N-dimethyl-1,3-oxazole-4-carboxamide). Yield: 39.6%. RXN SMILES: [CH:1]1([CH2:5][CH2:6][CH2:7][C@@H:8]([C:13]2[O:14][CH:15]=[C:16]([C:18]([N:20]([CH3:22])[CH3:21])=[O:19])[N:17]=2)[CH2:9][C:10](O)=[O:11])[CH2:4][CH2:3][CH2:2]1.CN1CCOCC1.ClC(OCC(C)C)=O.C[Si](C)(C)[O:40][NH2:41]>O1CCCC1.CO>[CH:1]1([CH2:5][CH2:6][CH2:7][C@@H:8]([C:13]2[O:14][CH:15]=[C:16]([C:18]([N:20]([CH3:22])[CH3:21])=[O:19])[N:17]=2)[CH2:9][C:10]([NH:41][OH:40])=[O:11])[CH2:4][CH2:3][CH2:2]1. Procedure: A solution of (3R)-6-cyclobutyl-3-{4-[(dimethylamino)carbonyl]-1,3-oxazol-2-yl}hexanoic acid (Preparation 121) (155 mg, 0.50 mmol) and N-methylmorpholine (90 μl, 0.82 mmol) in anhydrous tetrahydrofuran (8 ml) was cooled to 0° C., treated with isobutyl chloroformate (90 μl, 0.70 mmol) and stirred under a nitrogen atmosphere for 2 hours. O-(Trimethylsilyl)hydroxylamine (200 μl, 1.63 mmol) was added and the mixture was stirred for 18 hours, being allowed to warm to room temperature over this time. ... Starting materials: O=C(n1ccnc1)n1ccnc1, O=C(O)c1cc2cc(Cl)ccc2[nH]1, C1CCOC1, O, NCCCCCn1ccnc1. RXN SMILES: [C:14]([n:15]1[cH:16][cH:17][n:18][cH:19]1)([n:20]1[cH:21][cH:22][n:23][cH:24]1)=[O:25].[Cl:1][c:2]1[cH:3][c:4]2[cH:5][c:6]([C:11](=[O:12])[OH:13])[nH:7][c:8]2[cH:9][cH:10]1.[O:38]1[CH2:39][CH2:40][CH2:41][CH2:42]1.[OH2:37].[n:26]1([CH2:31][CH2:32][CH2:33][CH2:34][CH2:35][NH2:36])[cH:27][n:28][cH:29][cH:30]1>>[Cl:1][c:2]1[cH:3][c:4]2[cH:5][c:6]([C:11](=[O:13])[NH:36][CH2:35][CH2:34][CH2:33][CH2:32][CH2:31][n:26]3[cH:27][n:28][cH:29][cH:30]3)[nH:7][c:8]2[cH:9][cH:10]1. Yields the product O=C(NCCCCCn1ccnc1)c1cc2cc(Cl)ccc2[nH]1. Starting materials: C(C1=CC=CC=C1)OC=1C(=NN(C1/C(/C(=O)OC)=C\OC)C)C ((E)-methyl 2-(4-benzyloxy-1,3-dimethylpyrazol-5-yl)-3-methoxyacrylate). Reagents/catalysts: [Pd] (palladium/carbon). Solvent: CO (methanol). The product is CN1N=C(C(=C1/C(/C(=O)OC)=C\OC)O)C ((E)-methyl 2-(1,3-dimethyl-4-hydroxypyrazol-5-yl)-3-methoxyacrylate). Yield: 949.0%. Reaction SMILES: C([O:8][C:9]1[C:10]([CH3:23])=[N:11][N:12]([CH3:22])[C:13]=1/[C:14](=[CH:19]\[O:20][CH3:21])/[C:15]([O:17][CH3:18])=[O:16])C1C=CC=CC=1>CO.[Pd]>[CH3:22][N:12]1[C:13](/[C:14](=[CH:19]\[O:20][CH3:21])/[C:15]([O:17][CH3:18])=[O:16])=[C:9]([OH:8])[C:10]([CH3:23])=[N:11]1. Procedure: To a solution of (E)-methyl 2-(4-benzyloxy-1,3-dimethylpyrazol-5-yl)-3-methoxyacrylate (56 g, 17.7 mmol) in methanol (560 ml) was subjected to hydrogenation in the presence of 5% powdered palladium/carbon (5.3 g). When the reaction completed, the mixture was filtered and the filtrate was concentrated under reduced pressure. The residue, when recrystallized from a solvent system of methanol/ethyl acetate/n-hexane, gave a purified (E)-methyl 2-(1,3-dimethyl-4-hydroxypyrazol-5-yl)-3-methoxyacrylate...